Dataset: the Open Reaction Database (ORD), a public repository of structured organic reaction records. Task: describe an organic reaction: reactants, conditions, products, and yield Reactants: ClCCN1C(=NC2=CC=C(C=C2C1=O)Cl)Cl (3-(2-chloroethyl)-2,6-dichloro-3,4-dihydroquinazolin-4-one), ClC1=C(CN)C=CC=C1 (2-chlorobenzylamine), C(C)O (ethanol). Run in CC(=O)N(C)C (dimethylacetamide). Yields the product ClC1=C(CN2CCN3C2=NC2=CC=C(C=C2C3=O)Cl)C=CC=C1 (1-(o-chlorobenzyl)-7-chloro-2,3-dihydro-imidazo[2,1-b]quinazolin-5(1H)-one). As a reaction SMILES: Cl[CH2:2][CH2:3][N:4]1[C:13](=[O:14])[C:12]2[C:7](=[CH:8][CH:9]=[C:10]([Cl:15])[CH:11]=2)[N:6]=[C:5]1Cl.[Cl:17][C:18]1[CH:25]=[CH:24][CH:23]=[CH:22][C:19]=1[CH2:20][NH2:21].C(O)C>CC(N(C)C)=O>[Cl:17][C:18]1[CH:25]=[CH:24][CH:23]=[CH:22][C:19]=1[CH2:20][N:21]1[C:5]2=[N:6][C:7]3[C:12]([C:13](=[O:14])[N:4]2[CH2:3][CH2:2]1)=[CH:11][C:10]([Cl:15])=[CH:9][CH:8]=3. Procedure details: A solution of 1.0 g. of 3-(2-chloroethyl)-2,6-dichloro-3,4-dihydroquinazolin-4-one and 1.5 g. of 2-chlorobenzylamine in 50 ml. of ethanol and 1.0 ml of dimethylacetamide is stirred and heated at reflux for 12 hours. The solvent is removed by evaporation in vacuo and the residue dissolved in methylene chloride, washed with water, treated with charcoal, filtered and concentrated in vacuo to obtain a solid which is recrystallized from methylene chloride/pentane and filtered to obtain 1-(o-chloroben... Starting materials: C1CCOC1, N#Cc1cnc(Cl)s1, [H-], CC(=O)N1CCN(Cc2ccnc(N)c2C)CC1, [Na+]. The product is CC(=O)N1CCN(Cc2ccnc(Nc3ncc(C#N)s3)c2C)CC1. Reaction SMILES: [CH2:29]1[O:30][CH2:31][CH2:32][CH2:33]1.[Cl:21][c:22]1[s:23][c:24]([C:27]#[N:28])[cH:25][n:26]1.[H-:2].[NH2:3][c:4]1[n:5][cH:6][cH:7][c:8]([CH2:11][N:12]2[CH2:13][CH2:14][N:15]([C:18]([CH3:19])=[O:20])[CH2:16][CH2:17]2)[c:9]1[CH3:10].[Na+:1]>>[NH:3]([c:4]1[n:5][cH:6][cH:7][c:8]([CH2:11][N:12]2[CH2:13][CH2:14][N:15]([C:18]([CH3:19])=[O:20])[CH2:16][CH2:17]2)[c:9]1[CH3:10])[c:22]1[s:23][c:24]([C:27]#[N:28])[cH:25][n:26]1. Reactants: CC(C)(C)OC(=O)CCC(N)C(=O)Nc1cccc(COc2ccc3[nH]c(C(N)=O)cc3c2)c1, ClCCl, Cl, C1COCCO1. Yields the product NC(=O)c1cc2cc(OCc3cccc(NC(=O)C(N)CCC(=O)O)c3)ccc2[nH]1. RXN SMILES: [C:1]([NH2:2])(=[O:3])[c:4]1[nH:5][c:6]2[cH:7][cH:8][c:9]([O:13][CH2:14][c:15]3[cH:16][c:17]([NH:21][C:22]([CH:23]([NH2:24])[CH2:25][CH2:26][C:27]([O:28][C:29]([CH3:30])([CH3:31])[CH3:32])=[O:33])=[O:34])[cH:18][cH:19][cH:20]3)[cH:10][c:11]2[cH:12]1.[Cl:36][CH2:37][Cl:38].[ClH:35].[O:39]1[CH2:40][CH2:41][O:42][CH2:43][CH2:44]1>>[C:1]([NH2:2])(=[O:3])[c:4]1[nH:5][c:6]2[cH:7][cH:8][c:9]([O:13][CH2:14][c:15]3[cH:16][c:17]([NH:21][C:22]([CH:23]([NH2:24])[CH2:25][CH2:26][C:27](=[O:28])[OH:33])=[O:34])[cH:18][cH:19][cH:20]3)[cH:10][c:11]2[cH:12]1. The reactants are C(C)(=O)O (Acetic acid), NC=1C(=C(C(=O)OCC)C=CC1)NCC1=CC=C(C=C1)C1=C(C=CC=C1)C#N (ethyl 3-amino-2-[(2'-cyanobiphenyl-4-yl)methyl]aminobenzoate), C(OCC)([O-])([O-])[O-] (ethyl orthocarbonate). Conditions: temperature 80 celsius, time 1 hour. Product: C(#N)C1=C(C=CC=C1)C1=CC=C(C=C1)CN1C(=NC2=C1C(=CC=C2)C(=O)OCC)OCC (Ethyl 1-[(2'-cyanobiphenyl-4-yl)methyl]-2-ethoxybenzimidazole-7-carboxylate). As a reaction SMILES: C(O)(=O)C.[NH2:5][C:6]1[C:7]([NH:17][CH2:18][C:19]2[CH:24]=[CH:23][C:22]([C:25]3[CH:30]=[CH:29][CH:28]=[CH:27][C:26]=3[C:31]#[N:32])=[CH:21][CH:20]=2)=[C:8]([CH:14]=[CH:15][CH:16]=1)[C:9]([O:11][CH2:12][CH3:13])=[O:10].[C:33]([O-])([O-])([O-])[O:34][CH2:35][CH3:36]>>[C:31]([C:26]1[CH:27]=[CH:28][CH:29]=[CH:30][C:25]=1[C:22]1[CH:23]=[CH:24][C:19]([CH2:18][N:17]2[C:7]3[C:8]([C:9]([O:11][CH2:12][CH3:13])=[O:10])=[CH:14][CH:15]=[CH:16][C:6]=3[N:5]=[C:33]2[O:34][CH2:35][CH3:36])=[CH:20][CH:21]=1)#[N:32]. Reported procedure: Acetic acid (0.2 g) was added to a solution of ethyl 3-amino-2-[(2'-cyanobiphenyl-4-yl)methyl]aminobenzoate (1.0 g) in ethyl orthocarbonate (5 ml). The mixture was stirred at 80° C. for one hour. The reaction mixture was concentrated, and the concentrate was dissolved in ethyl acetate. The solution was washed with an aqueous solution of sodium hydrogen carbonate and water. The solvent was evaporated to give crystals. Recrystallization from ethyl acetate--benzene afforded colorless crystals (0.79... Reactants: Br.Br.C(C)OC(=O)[C@H](CCC1CCNCC1)N[C@H]1CSC2=C(N(C1=O)CC(=O)O)C=CC=C2 (3(R)-[1(S)-ethoxycarbonyl-3(4-piperidyl)propyl]amino-4-oxo-2,3,4,5-tetrahydro-1,5-benzothiazepine-5-acetic acid.dihydrobromide), C(C)(=O)O (acetic acid). The solvent is [OH-].[Na+] (sodium hydroxide). Conditions: time 2 hour. The product is C(=O)(O)[C@H](CCC1CCNCC1)N[C@H]1CSC2=C(N(C1=O)CC(=O)O)C=CC=C2 (3(R)-[1(S)-carboxy-3-(4-piperidyl)propyl]amino-4-oxo-2,3,4,5-tetrahydro-1,5-benzothiazepine-5-acetic acid). Yield: 58.0%. RXN SMILES: Br.Br.C([O:5][C:6]([C@@H:8]([NH:17][C@@H:18]1[C:24](=[O:25])[N:23]([CH2:26][C:27]([OH:29])=[O:28])[C:22]2[CH:30]=[CH:31][CH:32]=[CH:33][C:21]=2[S:20][CH2:19]1)[CH2:9][CH2:10][CH:11]1[CH2:16][CH2:15][NH:14][CH2:13][CH2:12]1)=[O:7])C.C(O)(=O)C>[OH-].[Na+]>[C:6]([C@@H:8]([NH:17][C@@H:18]1[C:24](=[O:25])[N:23]([CH2:26][C:27]([OH:29])=[O:28])[C:22]2[CH:30]=[CH:31][CH:32]=[CH:33][C:21]=2[S:20][CH2:19]1)[CH2:9][CH2:10][CH:11]1[CH2:16][CH2:15][NH:14][CH2:13][CH2:12]1)([OH:7])=[O:5] |f:0.1.2,4.5|. Reported procedure: In 4 ml of 0.1N aqueous sodium hydroxide solution is dissolved 0.15 g of 3(R)-[1(S)-ethoxycarbonyl-3(4-piperidyl)propyl]amino-4-oxo-2,3,4,5-tetrahydro-1,5-benzothiazepine-5-acetic acid.dihydrobromide as obtained in Example 72, and the solution is allowed to stand at room temperature for 2 hours. The solution is made weakly acidified with 1 ml of acetic acid, and purified by Amberlite XAD-2 column chromatography (methanol:water=1:1). The eluate is concentrated under reduced pressure, and the resi... The reactants are CCN=C=NCCCN(C)C, CN(C)C=O, Cl, O=C(O)c1cc(F)c(F)c(F)c1, N, O, O=C1CCC(=O)N1O. Product: NC(=O)c1cc(F)c(F)c(F)c1. Reaction SMILES: [CH3:14][N:15]([CH3:16])[CH2:17][CH2:18][CH2:19][N:20]=[C:21]=[N:22][CH2:23][CH3:24].[CH3:34][N:35]([CH3:36])[CH:37]=[O:38].[ClH:13].[F:1][c:2]1[cH:3][c:4]([C:5](=[O:6])[OH:7])[cH:8][c:9]([F:12])[c:10]1[F:11].[NH3:33].[OH2:39].[OH:25][N:26]1[C:27](=[O:28])[CH2:29][CH2:30][C:31]1=[O:32]>>[F:1][c:2]1[cH:3][c:4]([C:5](=[O:6])[NH2:15])[cH:8][c:9]([F:12])[c:10]1[F:11]. Reactants: CCN(C(C)C)C(C)C, O=S(=O)(CCCCCCCCCCCCBr)NC1CC1, Clc1ccc(C(c2ccccc2)N2CCNCC2)cc1. Yields the product O=S(=O)(CCCCCCCCCCCCN1CCN(C(c2ccccc2)c2ccc(Cl)cc2)CC1)NC1CC1. RXN SMILES: [CH2:41]([N:42]([CH:43]([CH3:44])[CH3:45])[CH:46]([CH3:47])[CH3:48])[CH3:49].[CH:21]1([NH:24][S:25](=[O:26])(=[O:27])[CH2:28][CH2:29][CH2:30][CH2:31][CH2:32][CH2:33][CH2:34][CH2:35][CH2:36][CH2:37][CH2:38][CH2:39][Br:40])[CH2:22][CH2:23]1.[Cl:1][c:2]1[cH:3][cH:4][c:5]([CH:8]([N:9]2[CH2:10][CH2:11][NH:12][CH2:13][CH2:14]2)[c:15]2[cH:16][cH:17][cH:18][cH:19][cH:20]2)[cH:6][cH:7]1>>[Cl:1][c:2]1[cH:3][cH:4][c:5]([CH:8]([N:9]2[CH2:10][CH2:11][N:12]([CH2:39][CH2:38][CH2:37][CH2:36][CH2:35][CH2:34][CH2:33][CH2:32][CH2:31][CH2:30][CH2:29][CH2:28][S:25]([NH:24][CH:21]3[CH2:22][CH2:23]3)(=[O:26])=[O:27])[CH2:13][CH2:14]2)[c:15]2[cH:16][cH:17][cH:18][cH:19][cH:20]2)[cH:6][cH:7]1. Procedure: In a similar operation, 0.45 gram (0.005 mole) of alanine, 0.87 gram (0.01 mole) of lithium bromide, 0.95 gram (0.0055 mole) of benzyl bromide and 4.8 grams of N-methylpyrrolidinone were stirred together for 5.5 hours at 55° C. to obtain the desired benzyl alaninate product. High pressure liquid chromatographic assay showed yield of the product to be 89 percent. Yields the product N[C@@H](C)C(=O)OCC1=CC=CC=C1 (benzyl alaninate). As a reaction SMILES: [NH2:1][C@H:2]([C:4]([OH:6])=[O:5])[CH3:3].[Br-].[Li+].[CH2:9](Br)[C:10]1[CH:15]=[CH:14][CH:13]=[CH:12][CH:11]=1>CN1CCCC1=O>[NH2:1][C@H:2]([C:4]([O:6][CH2:9][C:10]1[CH:15]=[CH:14][CH:13]=[CH:12][CH:11]=1)=[O:5])[CH3:3] |f:1.2|. Solvent: CN1C(CCC1)=O (N-methylpyrrolidinone). Starting materials: N[C@@H](C)C(=O)O (alanine), [Br-].[Li+] (lithium bromide), C(C1=CC=CC=C1)Br (benzyl bromide).